Dataset: the Open Reaction Database (ORD), a public repository of structured organic reaction records. Task: describe an organic reaction: reactants, conditions, products, and yield The reactants are C(C)(=O)S[C@H]1C[C@@H](N(C1)C(=O)OCC1=CC=C(C=C1)[N+](=O)[O-])CCC1=CC=C(C=C1)CNC(=O)OCC1=CC=C(C=C1)[N+](=O)[O-] ((2S,4S)-4-acetylthio-N-(p-nitrobenzyloxycarbonyl)-2-[4-[N-(p-nitrobenzyloxycarbonyl)aminomethyl]phenethyl]pyrrolidine), [OH-].[Na+] (sodium hydroxide), Cl (hydrochloric acid). Run in O1C(CCC1)CO (tetrahydrofuran-methanol). Conditions: time 2 hour. Yields the product crude product, S[C@H]1C[C@H](N(C1)C(=O)OCC1=CC=C(C=C1)[N+](=O)[O-])CCC1=CC=C(C=C1)CNC(=O)OCC1=CC=C(C=C1)[N+](=O)[O-] ((2R,4S)-4-mercapto-N-(p-nitrobenzyloxycarbonyl)-2-[4-[N-(p-nitrobenzyloxycarbonyl)aminomethyl]phenethyl]-pyrrolidine). RXN SMILES: C([S:4][C@@H:5]1[CH2:9][N:8]([C:10]([O:12][CH2:13][C:14]2[CH:19]=[CH:18][C:17]([N+:20]([O-:22])=[O:21])=[CH:16][CH:15]=2)=[O:11])[C@@H:7]([CH2:23][CH2:24][C:25]2[CH:30]=[CH:29][C:28]([CH2:31][NH:32][C:33]([O:35][CH2:36][C:37]3[CH:42]=[CH:41][C:40]([N+:43]([O-:45])=[O:44])=[CH:39][CH:38]=3)=[O:34])=[CH:27][CH:26]=2)[CH2:6]1)(=O)C.[OH-].[Na+].Cl>O1CCCC1CO>[SH:4][C@@H:5]1[CH2:9][N:8]([C:10]([O:12][CH2:13][C:14]2[CH:15]=[CH:16][C:17]([N+:20]([O-:22])=[O:21])=[CH:18][CH:19]=2)=[O:11])[C@H:7]([CH2:23][CH2:24][C:25]2[CH:30]=[CH:29][C:28]([CH2:31][NH:32][C:33]([O:35][CH2:36][C:37]3[CH:42]=[CH:41][C:40]([N+:43]([O-:45])=[O:44])=[CH:39][CH:38]=3)=[O:34])=[CH:27][CH:26]=2)[CH2:6]1 |f:1.2|. Procedure details: To a solution of (2S,4S)-4-acetylthio-N-(p-nitrobenzyloxycarbonyl)-2-[4-[N-(p-nitrobenzyloxycarbonyl)aminomethyl]phenethyl]pyrrolidine (495 mg, 0.777 mmol) in tetrahydrofuran-methanol (2:1, 15 ml), 1N aqueous sodium hydroxide (1.5 ml, 1.5 mmol) was added in a nitrogen stream under cooling with ice. After this reaction solution was stirred at the same temperature for 2 hours, 1N aqueous hydrochloric acid (2.0 ml, 2.0 mmol) was added thereto, and this mixed solution was extracted with ethyl acetat... Reactants: C(CCCCCCCCCCC)OS(=O)(=O)C1=CC=CC=C1.[Na] (sodium n-dode cylbenzenesulfonate). Solvent: O (water), O (water). Yields the product C(CCCCCCCCCCC)OS(=O)(=O)C1=CC=CC=C1 (n-dodecylbenzenesulfonate). Yield: 112.3%. As a reaction SMILES: [CH2:1]([O:13][S:14]([C:17]1[CH:22]=[CH:21][CH:20]=[CH:19][CH:18]=1)(=[O:16])=[O:15])[CH2:2][CH2:3][CH2:4][CH2:5][CH2:6][CH2:7][CH2:8][CH2:9][CH2:10][CH2:11][CH3:12].[Na]>O>[CH2:1]([O:13][S:14]([C:17]1[CH:22]=[CH:21][CH:20]=[CH:19][CH:18]=1)(=[O:16])=[O:15])[CH2:2][CH2:3][CH2:4][CH2:5][CH2:6][CH2:7][CH2:8][CH2:9][CH2:10][CH2:11][CH3:12] |f:0.1,^1:22|. Procedure details: The condensate was dissolved in 400 ml of water and a solution of 41.8 g (0.120 mole) of sodium n-dode cylbenzenesulfonate in 600 ml of water was added to the resulting solution while stirring. The resulting yellow precipitate was obtained by filtering and dried, to give 44 g of n-dodecylbenzenesulfonate of the condensate of 4-diazodiphenylamine with glyoxylic acid.formaldehyde (diazo resin (a) of the present invention). Reactants: IC1=C2C(=C(N=C1)N)OC(=C2)C2=CSC1=CN=NC=C12 (4-iodo-2-(thieno[2,3-d]pyridazin-3-yl)furo[2,3-c]pyridin-7-amine), CC1(OB(OC1(C)C)C=1C=NN(C1)C1CCN(CC1)C(C)=O)C (1-{4-[4-(4,4,5,5-tetramethyl-1,3,2-dioxaborolan-2-yl)-1H-pyrazol-1-yl]piperidin-1-yl}ethanone), C([O-])([O-])=O.[K+].[K+] (potassium carbonate). The reagents and catalysts are [Pd](Cl)Cl.C1(=CC=CC=C1)P([C-]1C=CC=C1)C1=CC=CC=C1.[C-]1(C=CC=C1)P(C1=CC=CC=C1)C1=CC=CC=C1.[Fe+2] ((1,1′-bis-(diphenylphosphino)-ferrocene) palladium dichloride). Run in O1CCOCC1 (1,4-dioxane), O (water). Conditions: temperature 120 celsius. Product: C(=O)O.C(=O)O.NC=1N=CC(=C2C1OC(=C2)C2=CSC1=CN=NC=C12)C=1C=NN(C1)C1CCN(CC1)C(C)=O (1-(4-{4-[7-amino-2-(thieno[2,3-d]pyridazin-3-yl)furo[2,3-c]pyridin-4-yl]-1H-pyrazol-1-yl}piperidin-1-yl)ethanone diformate). The yield is 52.4%. Reaction SMILES: I[C:2]1[CH:7]=[N:6][C:5]([NH2:8])=[C:4]2[O:9][C:10]([C:12]3[C:20]4[C:15](=[CH:16][N:17]=[N:18][CH:19]=4)[S:14][CH:13]=3)=[CH:11][C:3]=12.CC1(C)C(C)(C)OB([C:29]2[CH:30]=[N:31][N:32]([CH:34]3[CH2:39][CH2:38][N:37]([C:40](=[O:42])[CH3:41])[CH2:36][CH2:35]3)[CH:33]=2)O1.[C:44](=O)([O-:46])[O-:45].[K+].[K+]>O1CCOCC1.O.[Pd](Cl)Cl.C1(P(C2C=CC=CC=2)[C-]2C=CC=C2)C=CC=CC=1.[C-]1(P(C2C=CC=CC=2)C2C=CC=CC=2)C=CC=C1.[Fe+2]>[CH:44]([OH:46])=[O:45].[CH:44]([OH:46])=[O:45].[NH2:8][C:5]1[N:6]=[CH:7][C:2]([C:29]2[CH:30]=[N:31][N:32]([CH:34]3[CH2:35][CH2:36][N:37]([C:40](=[O:42])[CH3:41])[CH2:38][CH2:39]3)[CH:33]=2)=[C:3]2[CH:11]=[C:10]([C:12]3[C:20]4[C:15](=[CH:16][N:17]=[N:18][CH:19]=4)[S:14][CH:13]=3)[O:9][C:4]=12 |f:2.3.4,7.8.9.10,11.12.13|. Procedure details: A mixture of 4-iodo-2-(thieno[2,3-d]pyridazin-3-yl)furo[2,3-c]pyridin-7-amine (7.0 mg, 0.018 mmol), 1-{4-[4-(4,4,5,5-tetramethyl-1,3,2-dioxaborolan-2-yl)-1H-pyrazol-1-yl]piperidin-1-yl}ethanone (6.80 mg, 0.0213 mmol), (1,1′-bis-(diphenylphosphino)-ferrocene) palladium dichloride (14.6 mg, 0.020 mmol), and potassium carbonate (6.14 mg, 0.0444 mmol) in 1,4-dioxane (0.5 mL) and water (0.2 mL) was irradiated under microwave heating at 120° C. for 60 min. The sample was passed through a syringe filte...